Dataset: the Open Reaction Database (ORD), a public repository of structured organic reaction records. Task: describe an organic reaction: reactants, conditions, products, and yield Reactants: CC1=C(C(=CC(=C1)C)C)O (2,4,6-trimethylphenol), FC1=CC=C(C#N)C=C1 (4-fluorobenzonitrile), C([O-])([O-])=O.[K+].[K+] (potassium carbonate), [K+].[Br-] (KBr). The solvent is C1(=CC=CC=C1)C (toluene), CN1CCCC1=O (NMP). Run at temperature 140 celsius. The product is CC1=C(OC2=CC=C(C#N)C=C2)C(=CC(=C1)C)C (4-(2,4,6-Trimethylphenoxy)benzonitrile). Yield: 97.0%. As a reaction SMILES: [CH3:1][C:2]1[CH:7]=[C:6]([CH3:8])[CH:5]=[C:4]([CH3:9])[C:3]=1[OH:10].F[C:12]1[CH:19]=[CH:18][C:15]([C:16]#[N:17])=[CH:14][CH:13]=1.C(=O)([O-])[O-].[K+].[K+].[K+].[Br-]>C1(C)C=CC=CC=1.CN1C(=O)CCC1>[CH3:1][C:2]1[CH:7]=[C:6]([CH3:8])[CH:5]=[C:4]([CH3:9])[C:3]=1[O:10][C:12]1[CH:19]=[CH:18][C:15]([C:16]#[N:17])=[CH:14][CH:13]=1 |f:2.3.4,5.6|. Reported procedure: Into a 250 mL three-necked, round-bottomed flask equipped with a magnetic stir-bar, nitrogen inlet, and a condenser, 2,4,6-trimethylphenol (6.00 g, 44.1 mmol), 4-fluorobenzonitrile (5.34 g, 44.1 mmol), potassium carbonate (7.30 g, 52.8 mmol), and a mixture of NMP (100 mL) and toluene (60 mL) were placed. The reaction mixture was then heated and maintained around 140° C. for 8 h with vigorous nitrogen flow. The dark solution was filtered while it was warm and the filtrate was poured into distille...